This data is from the Open Reaction Database (ORD), a public repository of structured organic reaction records. The task is: describe an organic reaction: reactants, conditions, products, and yield Starting materials: CCN=C=NCCCN(C)C, CCN(C(C)C)C(C)C, O=C(O)c1c(F)cccc1C(F)(F)F, O=C(NCC(=O)N1CCNCC1)c1ccc(-c2ccccc2)cc1, CN(C)C=O, O, On1nnc2ccccc21. Yields the product O=C(NCC(=O)N1CCN(C(=O)c2c(F)cccc2C(F)(F)F)CC1)c1ccc(-c2ccccc2)cc1. As a reaction SMILES: [CH3:34][CH2:35][N:36]=[C:37]=[N:38][CH2:39][CH2:40][CH2:41][N:42]([CH3:43])[CH3:44].[CH:1]([N:2]([CH2:3][CH3:4])[CH:5]([CH3:6])[CH3:7])([CH3:8])[CH3:9].[F:10][c:11]1[c:12]([C:13](=[O:14])[OH:15])[c:16]([C:20]([F:21])([F:22])[F:23])[cH:17][cH:18][cH:19]1.[O:45]=[C:46]([CH2:47][NH:48][C:49](=[O:50])[c:51]1[cH:52][cH:53][c:54](-[c:57]2[cH:58][cH:59][cH:60][cH:61][cH:62]2)[cH:55][cH:56]1)[N:63]1[CH2:64][CH2:65][NH:66][CH2:67][CH2:68]1.[O:69]=[CH:70][N:71]([CH3:72])[CH3:73].[OH2:74].[OH:24][n:25]1[c:26]2[c:27]([cH:28][cH:29][cH:30][cH:31]2)[n:32][n:33]1>>[F:10][c:11]1[c:12]([C:13](=[O:15])[N:66]2[CH2:65][CH2:64][N:63]([C:46](=[O:45])[CH2:47][NH:48][C:49](=[O:50])[c:51]3[cH:52][cH:53][c:54](-[c:57]4[cH:58][cH:59][cH:60][cH:61][cH:62]4)[cH:55][cH:56]3)[CH2:68][CH2:67]2)[c:16]([C:20]([F:21])([F:22])[F:23])[cH:17][cH:18][cH:19]1. Starting materials: Cl.C(C)OC1=C(C=C(C=C1)NC)F ((4-Ethoxy-3-fluoro-phenyl)-methyl-amine hydrochloride), C=O (formaldehyde), [BH4-].[Na+] (sodium borohydride), C(C)OC1=C(C=C(C=C1)N)F (4-ethoxy-3-fluoro-phenylamine), N1N=NC2=C1C=CC=C2 (1H-benzotriazole). The product is NCC1=NC2=CC=CC=C2C(=N1)N(C)C1=CC(=C(C=C1)OCC)F ((2-Aminomethyl-quinazolin-4-yl)-(4-ethoxy-3-fluoro-phenyl)-methyl-amine). As a reaction SMILES: Cl.[CH2:2]([O:4][C:5]1[CH:10]=[CH:9][C:8]([NH:11][CH3:12])=[CH:7][C:6]=1[F:13])[CH3:3].C(O[C:17]1[CH:22]=[CH:21][C:20]([NH2:23])=[CH:19][C:18]=1F)C.[NH:25]1[C:29]2C=CC=C[C:28]=2[N:27]=N1.[CH2:34]=O.[BH4-].[Na+]>>[NH2:27][CH2:28][C:29]1[N:25]=[C:12]([N:11]([C:8]2[CH:9]=[CH:10][C:5]([O:4][CH2:2][CH3:3])=[C:6]([F:13])[CH:7]=2)[CH3:34])[C:19]2[C:20](=[CH:21][CH:22]=[CH:17][CH:18]=2)[N:23]=1 |f:0.1,5.6|. Reported procedure: (4-Ethoxy-3-fluoro-phenyl)-methyl-amine hydrochloride: The free base of the title compound was synthesized as a clear, pale tan liquid by a procedure similar to that found in Example 221 from 4-ethoxy-3-fluoro-phenylamine (1.828 g, 11.78 mmol), 1H-benzotriazole (1.407 g, 11.8 mmol), 37 wt % aq formaldehyde (0.90 mL, 12.1 mmol) and sodium borohydride (447 mg, 11.8 mmol); with purification by MPLC (SiO2/0-33% EtOAc in hexanes). The title compound was obtained as an off-white solid after concentrat...